Dataset: the Open Reaction Database (ORD), a public repository of structured organic reaction records. Task: describe an organic reaction: reactants, conditions, products, and yield Isolated yield 99.0%. Reaction conditions: time 18 hour. Yields the product COC(=O)C=1C=C(C(=C(C1)C1=CC=CC=C1)OC)C1=CC=CC=C1 (2′-Methoxy-[1,1′;3′,1″]terphenyl-5′-carboxylic acid methyl ester). The solvent is O (H2O), N,N-DMF. Reported procedure: At ambient temperature, to a stirred mixture containing 2′-hydroxy-[1,1′;3′,1″]terphenyl-5′-carboxylic acid methyl ester (1.232 g, 4.049 mmol) and K2CO3 (0.6155 g, 4.454 mmol) in N,N-DMF (10.1 mL) was added iodomethane (0.353 mL, 5.67 mmol). After 18 h, the reaction was diluted with H2O (100 mL) and the reaction was stirred vigorously. The resulting precipitate was collected, dissolved in CH2Cl2, dried (K2CO3) and concentrated to give 1.167 g, (99%) of the title compound. 1H NMR (DMSO-d6) δ3.16 ... RXN SMILES: [CH3:1][O:2][C:3]([C:5]1[CH:6]=[C:7]([C:18]2[CH:23]=[CH:22][CH:21]=[CH:20][CH:19]=2)[C:8]([OH:17])=[C:9]([C:11]2[CH:16]=[CH:15][CH:14]=[CH:13][CH:12]=2)[CH:10]=1)=[O:4].[C:24]([O-])([O-])=O.[K+].[K+].IC>O>[CH3:1][O:2][C:3]([C:5]1[CH:10]=[C:9]([C:11]2[CH:16]=[CH:15][CH:14]=[CH:13][CH:12]=2)[C:8]([O:17][CH3:24])=[C:7]([C:18]2[CH:23]=[CH:22][CH:21]=[CH:20][CH:19]=2)[CH:6]=1)=[O:4] |f:1.2.3|. Starting materials: COC(=O)C=1C=C(C(=C(C1)C1=CC=CC=C1)O)C1=CC=CC=C1 (2′-hydroxy-[1,1′;3′,1″]terphenyl-5′-carboxylic acid methyl ester), C(=O)([O-])[O-].[K+].[K+] (K2CO3), IC (iodomethane). Starting materials: C1(CC1)C1=CC=CC(=N1)N (6-cyclopropylpyridin-2-amine), BrN1C(CCC1=O)=O (N-bromosuccinimide). The solvent is CO (methanol). Run at time 30 minute. Yields the product BrC=1C=CC(=NC1C1CC1)N (5-bromo-6-cyclopropylpyridin-2-amine). Yield: 66.0%. RXN SMILES: [CH:1]1([C:4]2[N:9]=[C:8]([NH2:10])[CH:7]=[CH:6][CH:5]=2)[CH2:3][CH2:2]1.[Br:11]N1C(=O)CCC1=O>CO>[Br:11][C:5]1[CH:6]=[CH:7][C:8]([NH2:10])=[N:9][C:4]=1[CH:1]1[CH2:3][CH2:2]1. Procedure: A solution of 6-cyclopropylpyridin-2-amine (2 g, 14.93 mmol), methanol (25 mL) was added N-bromosuccinimide (2.64 g, 14.93 mmol) portionwise. After stirring at room temperature for 30 minutes, mixture was evaporated and the residue obtained was purified on column (SiO2) using 10% ethyl acetate in hexanes as eluent. This afforded 2.1 gm (68.5% yield) of title compound. 1H NMR (CDCl3, 300 MHz): δ 7.45-7.43 (d, 1H), 6.16-6.13 (d, 1H), 4.30-4.20 (bs, 2H), 2.40-2.30 (m, 1H), 1.00-0.90 (m, 2H), 0.85-0... Reactants: C(C)(C)N(C(C)C)CC (N,N-diisopropylethylamine), OCC1(CC1)C(=O)O (1-hydroxymethyl-cyclopropanecarboxylic acid), F[B-](F)(F)F.N1(N=NC2=C1C=CC=C2)OC(=[N+](C)C)N(C)C (2-(1H-benzotriazol-1-yl)-1,1,3,3-tetramethyluronium tetrafluoroborate), Cl.Cl.Cl.S1C=NC2=C1C=C(C=C2)NC=2C1=C(N=CN2)NC(=C1)C=1CCNCC1 (benzothiazol-6-yl-[6-(1,2,3,6-tetrahydropyridin-4-yl)-7H-pyrrolo[2,3-d]pyrimidin-4-yl]-amine tris-hydrochloride). The solvent is CN(C=O)C (N,N-dimethylformamide), O (water). Conditions: time 8 hour. Product: S1C=NC2=C1C=C(C=C2)NC=2C1=C(N=CN2)NC(=C1)C=1CCN(CC1)C(=O)C1(CC1)CO ({4-[4-(Benzothiazol-6-ylamino)-7H-pyrrolo[2,3-d]-pyrimidin-6-yl]-3,6-dihydro-2H-pyridin-1-yl}-(1-hydroxymethylcyclopropyl)-methanone). As a reaction SMILES: Cl.Cl.Cl.[S:4]1[C:8]2[CH:9]=[C:10]([NH:13][C:14]3[C:15]4[CH:22]=[C:21]([C:23]5[CH2:24][CH2:25][NH:26][CH2:27][CH:28]=5)[NH:20][C:16]=4[N:17]=[CH:18][N:19]=3)[CH:11]=[CH:12][C:7]=2[N:6]=[CH:5]1.C(N(CC)C(C)C)(C)C.[OH:38][CH2:39][C:40]1([C:43](O)=[O:44])[CH2:42][CH2:41]1.F[B-](F)(F)F.N1(OC(N(C)C)=[N+](C)C)C2C=CC=CC=2N=N1>CN(C)C=O.O>[S:4]1[C:8]2[CH:9]=[C:10]([NH:13][C:14]3[C:15]4[CH:22]=[C:21]([C:23]5[CH2:24][CH2:25][N:26]([C:39]([C:40]6([CH2:43][OH:44])[CH2:42][CH2:41]6)=[O:38])[CH2:27][CH:28]=5)[NH:20][C:16]=4[N:17]=[CH:18][N:19]=3)[CH:11]=[CH:12][C:7]=2[N:6]=[CH:5]1 |f:0.1.2.3,6.7|. Reported procedure: To a suspension of benzothiazol-6-yl-[6-(1,2,3,6-tetrahydropyridin-4-yl)-7H-pyrrolo[2,3-d]pyrimidin-4-yl]-amine tris-hydrochloride (230 mg, 0.50 mmol) in N,N-dimethylformamide (4 mL) were added N,N-diisopropylethylamine (0.7 mL, 4.0 mmol), 1-hydroxymethyl-cyclopropanecarboxylic acid (70 mg, 0.6 mmol) and 2-(1H-benzotriazol-1-yl)-1,1,3,3-tetramethyluronium tetrafluoroborate (190 mg, 0.6 mmol). The resulting mixture was stirred at rt overnight. The mixture was diluted with water (30 mL), and the p...